This data is from the Open Reaction Database (ORD), a public repository of structured organic reaction records. The task is: describe an organic reaction: reactants, conditions, products, and yield The reactants are aryllactic acid, α-Hydroxy Acids, cyanohydrin, P(=O)(O)(O)O.C(CC(O)(C(=O)O)CC(=O)O)(=O)O (Citrate Phosphate), C1(=CC=CC=C1)C(C(=O)O)(O)C (Phenyllactic acid). The product is C1(=CC=CC=C1)[C@@](C(=O)O)(O)C ((S)-phenyllactic acid). Procedure details: We next examined the preparation of aryllactic acid derivatives 6 through hydrolysis of the corresponding cyanohydrins 5. Phenyllactic acid and derivatives serve as versatile building blocks for the preparation of numerous biologically active compounds. (Coppola, G. M.; Schuster, H. F. Chiral α-Hydroxy Acids in Enantioselective Synthesis; Wiley-VCH: Weinheim, Germany: 1997.) Upon screening our nitrilase library against the parent cyanohydrin 5a (Ar=phenyl), we found several enzymes that provided... Reaction SMILES: P(O)(O)(O)=O.C(O)(=O)CC(CC(O)=O)(C(O)=O)O.[C:19]1([C:25]([CH3:30])([OH:29])[C:26]([OH:28])=[O:27])[CH:24]=[CH:23][CH:22]=[CH:21][CH:20]=1>>[C:19]1([C@:25]([CH3:30])([OH:29])[C:26]([OH:28])=[O:27])[CH:24]=[CH:23][CH:22]=[CH:21][CH:20]=1 |f:0.1|. The reactants are C(=O)N1N=NC2=C1C=CC=C2 (N-Formylbenzotriazole), FC=1C=C(C=CC1C1CNC1)N1C(O[C@H](C1)CNC(C)=O)=O ((S)-N-[[3-[3-Fluoro-4-[3-azetidinyl]phenyl]-2-oxo-5-oxazolidinyl]methyl]acetamide). The solvent is C1CCOC1 (THF). Conditions: time 8 hour. The product is FC=1C=C(C=CC1C1CN(C1)C=O)N1C(O[C@H](C1)CNC(C)=O)=O ((S)-N-[[3-[3-Fluoro-4-[1-(formyl)-3-azetidinyl]phenyl]-2-oxo-5-oxazolidinyl]methyl]acetamide). Reaction SMILES: [CH:1](N1C2C=CC=CC=2N=N1)=[O:2].[F:12][C:13]1[CH:14]=[C:15]([N:23]2[CH2:27][C@H:26]([CH2:28][NH:29][C:30](=[O:32])[CH3:31])[O:25][C:24]2=[O:33])[CH:16]=[CH:17][C:18]=1[CH:19]1[CH2:22][NH:21][CH2:20]1>C1COCC1>[F:12][C:13]1[CH:14]=[C:15]([N:23]2[CH2:27][C@H:26]([CH2:28][NH:29][C:30](=[O:32])[CH3:31])[O:25][C:24]2=[O:33])[CH:16]=[CH:17][C:18]=1[CH:19]1[CH2:22][N:21]([CH:1]=[O:2])[CH2:20]1. Reported procedure: N-Formylbenzotriazole (115 mg, 0.78 mmol) was added to a stirred suspension of (S)-N-[[3-[3-fluoro-4-[3-azetidinyl]phenyl]-2-oxo-5-oxazolidinyl]methyl]acetamide (Example 82, 153 mg, 0.50 mmol) in THF (5 mL) and stirred overnight. The solvent was removed and the residue chromatographed over silica gel (50 g, 40-60 μm) eluting with 2-5% methanol-chloroform to give the title compound as a white foam. FAB-HRMS: theory 336.1356 (M+1); meas. 336.1357. Starting materials: C(C1=CC=CC=C1)OC1=CC(N(C=C1)CCC1=CC=C(C=C1)CO)=O (4-Benzyloxy-1-[2-(4-hydroxymethyl-phenyl)-ethyl]-1H-pyridin-2-one). The reagents and catalysts are [Rh] (Rh/C). The solvent is CO (MeOH), CO (MeOH). Reaction conditions: time 20 hour. The product is OC1=CC(N(C=C1)CCC1=CC=C(C=C1)CO)=O (4-Hydroxy-1-[2-(4-hydroxymethyl-phenyl)-ethyl]-1H-pyridin-2-one). RXN SMILES: C([O:8][C:9]1[CH:14]=[CH:13][N:12]([CH2:15][CH2:16][C:17]2[CH:22]=[CH:21][C:20]([CH2:23][OH:24])=[CH:19][CH:18]=2)[C:11](=[O:25])[CH:10]=1)C1C=CC=CC=1>CO.[Rh]>[OH:8][C:9]1[CH:14]=[CH:13][N:12]([CH2:15][CH2:16][C:17]2[CH:22]=[CH:21][C:20]([CH2:23][OH:24])=[CH:19][CH:18]=2)[C:11](=[O:25])[CH:10]=1. Procedure: To 10.0 g (29.8 mmol) 4-benzyloxy-1-[2-(4-hydroxymethyl-phenyl)-ethyl]-1H-pyridin-2-one (preparation 2a) in 150 mL MeOH is added 1.50 g Rh/C. The reaction mixture is stirred under a hydrogen atmosphere of 3000 hPa at RT for 20 h. 300 mL MeOH is added and the mixture is heated to reflux. The catalyst is removed by filtration and the solvent is removed almost completely. After cooling to RT, the precipitate is collected and dried in vacuo at 40° C. Starting materials: CSCc1cccc2cc[nH]c12, ClCCl, CCOC(=O)CC(C)(O)c1ccc2c(c1)OCCO2, O=C(O)C(F)(F)F. Product: CCOC(=O)CC(C)(c1ccc2c(c1)OCCO2)c1c[nH]c2c(CSC)cccc12. Reaction SMILES: [CH3:27][S:28][CH2:29][c:30]1[cH:31][cH:32][cH:33][c:34]2[cH:35][cH:36][nH:37][c:38]12.[Cl:39][CH2:40][Cl:41].[O:1]1[CH2:2][CH2:3][O:4][c:5]2[c:6]1[cH:7][cH:8][c:9]([C:11]([CH2:12][C:13](=[O:14])[O:15][CH2:16][CH3:17])([CH3:18])[OH:19])[cH:10]2.[OH:20][C:21]([C:22]([F:23])([F:24])[F:25])=[O:26]>>[O:1]1[CH2:2][CH2:3][O:4][c:5]2[c:6]1[cH:7][cH:8][c:9]([C:11]([CH2:12][C:13](=[O:14])[O:15][CH2:16][CH3:17])([CH3:18])[c:35]1[c:34]3[cH:33][cH:32][cH:31][c:30]([CH2:29][S:28][CH3:27])[c:38]3[nH:37][cH:36]1)[cH:10]2. Starting materials: ClC1=C(C=CC(=C1)NC1=NC=NC2=CC=CC(=C12)O[C@@H](CNC)C)O (2-chloro-4-({5-[(1R)-1-methyl-2-(methylamino)ethoxy]quinazolin-4-yl}amino)phenol), C(CO)(=O)O (glycolic acid), OCC(=O)N(C)CCOC1=C2C(=NC=NC2=CC=C1)NC1=CC(=C(C=C1)O)C (2-hydroxy-N-[2-({4-[4-hydroxy-3-methylanilino]quinazolin-5-yl}oxy)ethyl]-N-methylacetamide). Product: ClC=1C=C(NC2=NC=NC3=CC=CC(=C23)O[C@@H](CN(C(CO)=O)C)C)C=CC1O (N-[(2R)-2-({4-[3-chloro-4-hydroxyanilino]quinazolin-5-yl}oxy)propyl]-2-hydroxy-N-methylacetamide). RXN SMILES: [Cl:1][C:2]1[CH:7]=[C:6]([NH:8][C:9]2[C:18]3[C:13](=[CH:14][CH:15]=[CH:16][C:17]=3[O:19][C@H:20]([CH3:24])[CH2:21][NH:22][CH3:23])[N:12]=[CH:11][N:10]=2)[CH:5]=[CH:4][C:3]=1[OH:25].[C:26]([OH:30])(=O)[CH2:27][OH:28].OCC(N(CCOC1C=CC=C2C=1C(NC1C=CC(O)=C(C)C=1)=NC=N2)C)=O>>[Cl:1][C:2]1[CH:7]=[C:6]([CH:5]=[CH:4][C:3]=1[OH:25])[NH:8][C:9]1[C:18]2[C:13](=[CH:14][CH:15]=[CH:16][C:17]=2[O:19][C@H:20]([CH3:24])[CH2:21][N:22]([CH3:23])[C:26](=[O:30])[CH2:27][OH:28])[N:12]=[CH:11][N:10]=1. Reported procedure: The N-[(2R)-2-({4-[(3-chloro-4-hydroxyphenyl)amino]quinazolin-5-yl}oxy)propyl]-2-hydroxy-N-methylacetamide starting material was prepared by reacting 2-chloro-4-({5-[(1R)-1-methyl-2-(methylamino)ethoxy]quinazolin-4-yl}amino)phenol with and glycolic acid using an analogous procedure to that described in Example 3 for the preparation of 2-hydroxy-N-[2-({4-[4-hydroxy-3-methylanilino]quinazolin-5-yl}oxy)ethyl]-N-methylacetamide, to give N-[(2R)-2-({4-[3-chloro-4-hydroxyanilino]quinazolin-5-yl}oxy)pr... Starting materials: O=C1CCN(Cc2ccccc2)C1, C[Mg+], [I-]. Product: CC1(O)CCN(Cc2ccccc2)C1. Reaction SMILES: [CH2:1]([c:2]1[cH:3][cH:4][cH:5][cH:6][cH:7]1)[N:8]1[CH2:9][C:10](=[O:13])[CH2:11][CH2:12]1.[CH3:15][Mg+:16].[I-:14]>>[CH2:1]([c:2]1[cH:3][cH:4][cH:5][cH:6][cH:7]1)[N:8]1[CH2:9][C:10]([OH:13])([CH3:15])[CH2:11][CH2:12]1. Reactants: ClCCl, S=C=Nc1cc(Cl)cc(Cl)c1, COc1ccc(C(=O)Nc2ccc(C)cc2)cc1N. Product: COc1ccc(C(=O)Nc2ccc(C)cc2)cc1NC(=S)Nc1cc(Cl)cc(Cl)c1. Reaction SMILES: [CH2:31]([Cl:32])[Cl:33].[Cl:20][c:21]1[cH:22][c:23]([N:28]=[C:29]=[S:30])[cH:24][c:25]([Cl:27])[cH:26]1.[NH2:1][c:2]1[cH:3][c:4]([C:5](=[O:6])[NH:7][c:8]2[cH:9][cH:10][c:11]([CH3:14])[cH:12][cH:13]2)[cH:15][cH:16][c:17]1[O:18][CH3:19]>>[NH:1]([c:2]1[cH:3][c:4]([C:5](=[O:6])[NH:7][c:8]2[cH:9][cH:10][c:11]([CH3:14])[cH:12][cH:13]2)[cH:15][cH:16][c:17]1[O:18][CH3:19])[C:29]([NH:28][c:23]1[cH:22][c:21]([Cl:20])[cH:26][c:25]([Cl:27])[cH:24]1)=[S:30].